This data is from the Open Reaction Database (ORD), a public repository of structured organic reaction records. The task is: describe an organic reaction: reactants, conditions, products, and yield Reactants: CCOC(C)=O, CCO, ClCc1nc2ccccc2[nH]1, c1c[nH]cn1. The product is c1ccc2[nH]c(Cn3ccnc3)nc2c1. RXN SMILES: [CH3:17][CH2:18][O:19][C:20](=[O:21])[CH3:22].[CH3:23][CH2:24][OH:25].[Cl:1][CH2:2][c:3]1[n:4][c:5]2[c:6]([nH:7]1)[cH:8][cH:9][cH:10][cH:11]2.[nH:12]1[cH:13][n:14][cH:15][cH:16]1>>[CH2:2]([c:3]1[n:4][c:5]2[c:6]([nH:7]1)[cH:8][cH:9][cH:10][cH:11]2)[n:12]1[cH:13][n:14][cH:15][cH:16]1.